This data is from the Open Reaction Database (ORD), a public repository of structured organic reaction records. The task is: describe an organic reaction: reactants, conditions, products, and yield Reactants: CC(=O)Nc1cc2occc(=O)c2cc1Oc1ccccc1, CCS(=O)(=O)Cl, CC(C)(C)[O-], CN(C)C=O, CCOC(C)=O, [K+], O. Product: CCS(=O)(=O)Nc1cc2occc(=O)c2cc1Oc1ccccc1. As a reaction SMILES: [C:1](=[O:2])([CH3:3])[NH:4][c:5]1[cH:6][c:7]2[c:8]([c:9](=[O:13])[cH:10][cH:11][o:12]2)[cH:14][c:15]1[O:16][c:17]1[cH:18][cH:19][cH:20][cH:21][cH:22]1.[CH2:29]([CH3:30])[S:31](=[O:32])(=[O:33])[Cl:34].[CH3:23][C:24]([CH3:25])([O-:26])[CH3:27].[CH3:36][N:37]([CH3:38])[CH:39]=[O:40].[CH3:41][CH2:42][O:43][C:44](=[O:45])[CH3:46].[K+:28].[OH2:35]>>[NH:4]([c:5]1[cH:6][c:7]2[c:8]([c:9](=[O:13])[cH:10][cH:11][o:12]2)[cH:14][c:15]1[O:16][c:17]1[cH:18][cH:19][cH:20][cH:21][cH:22]1)[S:31]([CH2:29][CH3:30])(=[O:32])=[O:33]. Reactants: CC(N)C(=O)OC(C)(C)C, CC#N, CCN(C(C)C)C(C)C, [I-], CCOC(=O)C(CCBr)N=[N+]=[N-], [Na+]. The product is CC(C(=O)OC(C)(C)C)N1CCC(N=[N+]=[N-])C1=O. Reaction SMILES: [C:1]([CH3:2])([CH3:3])([CH3:4])[O:5][C:6]([CH:7]([NH2:8])[CH3:9])=[O:10].[CH3:34][C:35]#[N:36].[CH:11]([N:12]([CH2:13][CH3:14])[CH:15]([CH3:16])[CH3:17])([CH3:18])[CH3:19].[I-:33].[N:20](=[N+:21]=[N-:22])[CH:23]([C:24](=[O:25])[O:27][CH2:28][CH3:31])[CH2:29][CH2:30][Br:26].[Na+:32]>>[C:1]([CH3:2])([CH3:3])([CH3:4])[O:5][C:6]([CH:7]([N:8]1[C:24](=[O:25])[CH:23]([N:20]=[N+:21]=[N-:22])[CH2:29][CH2:30]1)[CH3:9])=[O:10]. The reactants are CN(CCCCC(=O)O)C(=O)OCc1ccccc1, ClCCl, O=S(Cl)Cl. Yields the product CN(CCCCC(=O)Cl)C(=O)OCc1ccccc1. As a reaction SMILES: [CH2:1]([c:2]1[cH:3][cH:4][cH:5][cH:6][cH:7]1)[O:8][C:9](=[O:10])[N:11]([CH2:12][CH2:13][CH2:14][CH2:15][C:16](=[O:17])[OH:18])[CH3:19].[Cl:24][CH2:25][Cl:26].[S:20]([Cl:21])([Cl:22])=[O:23]>>[CH2:1]([c:2]1[cH:3][cH:4][cH:5][cH:6][cH:7]1)[O:8][C:9](=[O:10])[N:11]([CH2:12][CH2:13][CH2:14][CH2:15][C:16](=[O:17])[Cl:22])[CH3:19]. Reactants: Cc1cccc(C)c1-c1ccc(C(=O)O)cc1, CCN(C(C)C)C(C)C, [Cl-], ClCCl, C1CCOC1, O=C(NCc1cccnc1)c1ccc2n1Cc1ccccc1NC2. Product: Cc1cccc(C)c1-c1ccc(C(=O)N2Cc3ccc(C(=O)NCc4cccnc4)n3Cc3ccccc32)cc1. As a reaction SMILES: [CH3:2][c:3]1[c:4](-[c:10]2[cH:11][cH:12][c:13]([C:16](=[O:17])[OH:18])[cH:14][cH:15]2)[c:5]([CH3:9])[cH:6][cH:7][cH:8]1.[CH:43]([N:44]([CH2:45][CH3:46])[CH:47]([CH3:48])[CH3:49])([CH3:50])[CH3:51].[Cl-:1].[Cl:52][CH2:53][Cl:54].[O:55]1[CH2:56][CH2:57][CH2:58][CH2:59]1.[n:19]1[cH:20][c:21]([CH2:25][NH:26][C:27](=[O:28])[c:29]2[cH:30][cH:31][c:32]3[n:38]2[CH2:37][c:36]2[c:35]([cH:42][cH:41][cH:40][cH:39]2)[NH:34][CH2:33]3)[cH:22][cH:23][cH:24]1>>[CH3:2][c:3]1[c:4](-[c:10]2[cH:11][cH:12][c:13]([C:16](=[O:18])[N:34]3[CH2:33][c:32]4[cH:31][cH:30][c:29]([C:27]([NH:26][CH2:25][c:21]5[cH:20][n:19][cH:24][cH:23][cH:22]5)=[O:28])[n:38]4[CH2:37][c:36]4[c:35]3[cH:42][cH:41][cH:40][cH:39]4)[cH:14][cH:15]2)[c:5]([CH3:9])[cH:6][cH:7][cH:8]1. Reactants: COC1=CC=C(CC2NCCC3=CC(=C(C=C23)OC)OC)C=C1 (1-(4-Methoxy-benzyl)-6,7-dimethoxy-1,2,3,4-tetrahydro-isoquinoline), BrCC(=O)Br (2-bromoacetyl bromide), C(C1=CC=CC=C1)N (benzylamine). Yields the product COC1=CC=C(CC2N(CCC3=CC(=C(C=C23)OC)OC)CC(=O)NCC2=CC=CC=C2)C=C1 (2-[1-(4-Methoxy-benzyl)-6,7-dimethoxy-3,4-dihydro-1H-isoquinolin-2-yl]-N-benzyl-acetamide). Reaction SMILES: [CH3:1][O:2][C:3]1[CH:23]=[CH:22][C:6]([CH2:7][CH:8]2[C:17]3[C:12](=[CH:13][C:14]([O:20][CH3:21])=[C:15]([O:18][CH3:19])[CH:16]=3)[CH2:11][CH2:10][NH:9]2)=[CH:5][CH:4]=1.Br[CH2:25][C:26](Br)=[O:27].[CH2:29]([NH2:36])[C:30]1[CH:35]=[CH:34][CH:33]=[CH:32][CH:31]=1>>[CH3:1][O:2][C:3]1[CH:4]=[CH:5][C:6]([CH2:7][CH:8]2[C:17]3[C:12](=[CH:13][C:14]([O:20][CH3:21])=[C:15]([O:18][CH3:19])[CH:16]=3)[CH2:11][CH2:10][N:9]2[CH2:25][C:26]([NH:36][CH2:29][C:30]2[CH:35]=[CH:34][CH:33]=[CH:32][CH:31]=2)=[O:27])=[CH:22][CH:23]=1. Reported procedure: prepared by reaction of 1-(4-Methoxy-benzyl)-6,7-dimethoxy-1,2,3,4-tetrahydro-isoquinoline and 2-bromoacetyl bromide with benzylamine Starting materials: N1=CC=CC=C1 (pyridine), Cl (hydrochloric acid), S(=O)(Cl)Cl (thionyl chloride), BrC=1C=C(C=CC1F)C(CC(C(F)(F)F)(O)C1=CC(=CC(=C1)Cl)Cl)=O (1-(3-bromo-4-fluorophenyl)-3-(3,5-dichlorophenyl)-4,4,4-trifluoro-3-hydroxy-1-butanone), N1=CC=CC=C1 (pyridine). The solvent is C1(=CC=CC=C1)C (toluene), C1(=CC=CC=C1)C (toluene). The product is BrC=1C=C(C=CC1F)C(C=C(C(F)(F)F)C1=CC(=CC(=C1)Cl)Cl)=O (1-(3-bromo-4-fluorophenyl)-3-(3,5-dichlorophenyl)-4,4,4-trifluoro-2-buten-1-one). Isolated yield 97.5%. RXN SMILES: S(Cl)(Cl)=O.[Br:5][C:6]1[CH:7]=[C:8]([C:13](=[O:29])[CH2:14][C:15]([C:21]2[CH:26]=[C:25]([Cl:27])[CH:24]=[C:23]([Cl:28])[CH:22]=2)(O)[C:16]([F:19])([F:18])[F:17])[CH:9]=[CH:10][C:11]=1[F:12].N1C=CC=CC=1.Cl>C1(C)C=CC=CC=1>[Br:5][C:6]1[CH:7]=[C:8]([C:13](=[O:29])[CH:14]=[C:15]([C:21]2[CH:22]=[C:23]([Cl:28])[CH:24]=[C:25]([Cl:27])[CH:26]=2)[C:16]([F:17])([F:18])[F:19])[CH:9]=[CH:10][C:11]=1[F:12]. Procedure: To a solution of thionyl chloride (0.618 g, 5.52 mmol) in toluene (1 mL) was added to a mixture of the product from Step A (1.2 g, 2.60 mmol) and pyridine (0.41 g, 5.18 mmol) in toluene (15 mL) at 60-65° C. When the addition was complete, pyridine (0.2 g, 2.53 mmol) was added incrementally to the reaction mixture. When the addition was complete, the mixture was allowed to cool to ambient temperature and then poured into 1N hydrochloric acid (100 mL). The resulting mixture was extracted with ethy...